This data is from the Open Reaction Database (ORD), a public repository of structured organic reaction records. The task is: describe an organic reaction: reactants, conditions, products, and yield The reactants are C1(CC1)CN1[C@H]2[C@@]3(CCOC[C@@]3(C=3C=C(C=CC3C2)O)CC1)O (17-cyclopropylmethyl-3,14β-dihydroxy-6-oxamorphinan), Cl.C(C1=CN=CC=C1)(=O)Cl (nicotinoyl chloride hydrochloride), N1=CC=CC=C1 (pyridine). Solvent: C(Cl)Cl (methylene chloride). Yields the product C1(CC1)CN1[C@H]2[C@@]3(CCOC[C@@]3(C=3C=C(C=CC3C2)OC(C2=CN=CC=C2)=O)CC1)O (17-Cyclopropylmethyl-14β-hydroxy-3-nicotinoyloxy-6-oxamorphinan). Reaction SMILES: [CH:1]1([CH2:4][N:5]2[CH2:22][CH2:21][C@@:12]34[C:13]5[CH:14]=[C:15]([OH:20])[CH:16]=[CH:17][C:18]=5[CH2:19][C@@H:6]2[C@:7]3([OH:23])[CH2:8][CH2:9][O:10][CH2:11]4)[CH2:3][CH2:2]1.Cl.[C:25](Cl)(=[O:32])[C:26]1[CH:31]=[CH:30][CH:29]=[N:28][CH:27]=1.N1C=CC=CC=1>C(Cl)Cl>[CH:1]1([CH2:4][N:5]2[CH2:22][CH2:21][C@@:12]34[C:13]5[CH:14]=[C:15]([O:20][C:25](=[O:32])[C:26]6[CH:31]=[CH:30][CH:29]=[N:28][CH:27]=6)[CH:16]=[CH:17][C:18]=5[CH2:19][C@@H:6]2[C@:7]3([OH:23])[CH2:8][CH2:9][O:10][CH2:11]4)[CH2:2][CH2:3]1 |f:1.2|. Procedure details: Equimolar amounts of 17-cyclopropylmethyl-3,14β-dihydroxy-6-oxamorphinan (XVI), nicotinoyl chloride hydrochloride and pyridine are mixed together in dry methylene chloride and the mixture is heated at reflux for 3 hours to produce the title compound. Reactants: CN(C)C=O, Clc1nc(Cl)nc(Cl)n1, O, NC(=O)c1ccc(O)c(OC(F)(F)F)c1. Product: N#Cc1ccc(O)c(OC(F)(F)F)c1. RXN SMILES: [CH3:26][N:27]([CH3:28])[CH:29]=[O:30].[Cl:16][c:17]1[n:18][c:19]([Cl:20])[n:21][c:22]([Cl:23])[n:24]1.[OH2:25].[OH:1][c:2]1[c:3]([O:11][C:12]([F:13])([F:14])[F:15])[cH:4][c:5]([C:6](=[O:7])[NH2:8])[cH:9][cH:10]1>>[OH:1][c:2]1[c:3]([O:11][C:12]([F:13])([F:14])[F:15])[cH:4][c:5]([C:6]#[N:8])[cH:9][cH:10]1. Reactants: BrC1=CC=C(O[C@@H](C)C(C#CC=2C=NC=CC2)O)C=C1 ((2S,3RS)-2-(4-Bromophenoxy)-5-pyridin-3-ylpent-4-yn-3-ol). Reagents/catalysts: [Rh] (rhodium). Run in C(C)(=O)OCC (ethyl acetate). The product is BrC1=CC=C(O[C@@H](C)C(CCC=2C=NC=CC2)O)C=C1 ((2S,3RS)-2-(4-Bromophenoxy)-5-pyridin-3-ylpentan-3-ol). RXN SMILES: [Br:1][C:2]1[CH:20]=[CH:19][C:5]([O:6][C@H:7]([CH:9]([OH:18])[C:10]#[C:11][C:12]2[CH:13]=[N:14][CH:15]=[CH:16][CH:17]=2)[CH3:8])=[CH:4][CH:3]=1>C(OCC)(=O)C.[Rh]>[Br:1][C:2]1[CH:20]=[CH:19][C:5]([O:6][C@H:7]([CH:9]([OH:18])[CH2:10][CH2:11][C:12]2[CH:13]=[N:14][CH:15]=[CH:16][CH:17]=2)[CH3:8])=[CH:4][CH:3]=1. Reported procedure: (2S,3RS)-2-(4-Bromophenoxy)-5-pyridin-3-ylpent-4-yn-3-ol (5.93 g, Example 15c)) was dissolved in ethyl acetate (100 ml) and hydrogenated at 5 atmospheres using 5% rhodium on charcoal (2.0 g) as catalyst. The mixture was filtered through Celite® and the filtrate concentrated under reduced pressure to give the sub-title compound as an oil and as a 4:1 mixture of diastereomers (5.6 g). The diastereomers were separated using normal-phase HPLC eluting with 3% isopropyl alcohol in dichloromethane to g... Starting materials: OC1=CC=C(C(=O)CCC(=O)NC)C=C1 (3-(4-hydroxybenzoyl)-N-methylpropionamide), C(Cl)C1CO1 (epichlorohydrin), N1CCCCC1 (piperidine), [OH-].[Na+] (sodium hydroxide). Solvent: ClCCl (dichloromethane). The product is O1C(COC2=CC=C(C(=O)CCC(=O)NC)C=C2)C1 (3-[4-(2,3-epoxypropoxy)benzoyl]-N-methylpropionamide). The yield is 81.1%. Reaction SMILES: [OH:1][C:2]1[CH:15]=[CH:14][C:5]([C:6]([CH2:8][CH2:9][C:10]([NH:12][CH3:13])=[O:11])=[O:7])=[CH:4][CH:3]=1.[CH2:16]([CH:18]1[O:20][CH2:19]1)Cl.N1CCCCC1.[OH-].[Na+]>ClCCl>[O:20]1[CH2:19][CH:18]1[CH2:16][O:1][C:2]1[CH:3]=[CH:4][C:5]([C:6]([CH2:8][CH2:9][C:10]([NH:12][CH3:13])=[O:11])=[O:7])=[CH:14][CH:15]=1 |f:3.4|. Procedure details: A mixture of finely ground 3-(4-hydroxybenzoyl)-N-methylpropionamide (20.7 g, 0.1 mole), epichlorohydrin (77 g, 0.83 mole), and piperidine (0.5 ml) was heated on a steam bath for 90 minutes. Evaporation under reduced pressure gave a viscous oil which was dissolved in dichloromethane (500 ml) and shaken with dilute sodium hydroxide (100 ml). The organic phase was washed with water, dried and evaporated to a slurry. Addition of ether gave the required 3-[4-(2,3-epoxypropoxy)benzoyl]-N-methylpropio... Reactants: C1CCC(CC1)N=C=NC2CCCCC2 (DCC), NN=CNC1=CC=C(C(=O)O)C=C1 (4-aminoiminomethylaminobenzoic acid), CS(=O)(=O)[O-] (methanesulfonate), CS(=O)(=O)[O-] (methanesulfonate), C(N)(=N)C=1C=C2C=CC(=C(C2=CC1)CC(=O)OC)O (6-amidino-1-methoxycarbonylmethyl-2-naphthol). The reagents and catalysts are CN(C)C=1C=CN=CC1 (DMAP). The solvent is CN(C)C=O (DMF), N1=CC=CC=C1 (pyridine), CO (methanol). Run at time 2 hour. Yields the product NN=CNC1=CC=C(C(=O)OC2=C(C3=CC=C(C=C3C=C2)C(N)=N)CC(=O)OC)C=C1 (6-amidino-1-methoxycarbonylmethyl-2-naphthyl 4-aminoiminomethylaminobenzoate). Isolated yield 25.9%. Reaction SMILES: [NH2:1][N:2]=[CH:3][NH:4][C:5]1[CH:13]=[CH:12][C:8]([C:9]([OH:11])=[O:10])=[CH:7][CH:6]=1.CS([O-])(=O)=O.[C:19]([C:22]1[CH:23]=[C:24]2[C:29](=[CH:30][CH:31]=1)[C:28]([CH2:32][C:33]([O:35][CH3:36])=[O:34])=[C:27](O)[CH:26]=[CH:25]2)(=[NH:21])[NH2:20].C1CCC(N=C=NC2CCCCC2)CC1>CN(C1C=CN=CC=1)C.CO.CN(C=O)C.N1C=CC=CC=1>[NH2:1][N:2]=[CH:3][NH:4][C:5]1[CH:13]=[CH:12][C:8]([C:9]([O:11][C:27]2[CH:26]=[CH:25][C:24]3[C:29](=[CH:30][CH:31]=[C:22]([C:19](=[NH:20])[NH2:21])[CH:23]=3)[C:28]=2[CH2:32][C:33]([O:35][CH3:36])=[O:34])=[O:10])=[CH:7][CH:6]=1. Procedure: 170 Milliliters of anhydrous pyridine and 72 ml of DMF were added to 8.1 g of 4-aminoiminomethylaminobenzoic acid.methanesulfonate, 10.0 g of 6-amidino-1-methoxycarbonylmethyl-2-naphthol.methanesulfonate, 71.6 g of DCC and 170 mg of DMAP, followed by stirring for 2 hours under cooling with ice and 24 hours at room temperature. The precipitate was filtered and washed with a small amount of DMF. The filtrate and the wash liquid were combined and this was concentrated under reduced pressure. To the...